From a dataset of the Open Reaction Database (ORD), a public repository of structured organic reaction records. describe an organic reaction: reactants, conditions, products, and yield Starting materials: CO, COC(=S)c1cnc(C)c(OC(C)C)c1, [K+], [OH-], O. Yields the product Cc1ncc(C(O)=S)cc1OC(C)C. As a reaction SMILES: [CH3:19][OH:20].[CH:3]([CH3:4])([CH3:5])[O:6][c:7]1[c:8]([CH3:17])[n:9][cH:10][c:11]([C:12](=[S:13])[O:14][CH3:15])[cH:16]1.[K+:2].[OH-:1].[OH2:18]>>[CH:3]([CH3:4])([CH3:5])[O:6][c:7]1[c:8]([CH3:17])[n:9][cH:10][c:11]([C:12](=[S:13])[OH:14])[cH:16]1. Starting materials: O=C1N(C(C2=CC(=CC=C12)N(S(=O)(=O)C)CCN1CCCCC1)=O)CC(=O)OC(C)(C)C (tert-butyl 2-(1,3-dioxo-5-(N-(2-(piperidin-1-yl)ethyl)methylsulfonamido)isoindolin-2-yl)acetate), Cl (HCl). The solvent is O1CCOCC1 (dioxane), O1CCOCC1 (dioxane). Conditions: temperature 100 celsius. The product is Cl.O=C1N(C(C2=CC(=CC=C12)N(S(=O)(=O)C)CCN1CCCCC1)=O)CC(=O)O (2-(1,3-dioxo-5-(N-(2-(piperidin-1-yl)ethyl)methylsulfonamido)isoindolin-2-yl)acetic acid hydrochloride). Yield: 94.0%. RXN SMILES: [O:1]=[C:2]1[C:10]2[C:5](=[CH:6][C:7]([N:11]([CH2:16][CH2:17][N:18]3[CH2:23][CH2:22][CH2:21][CH2:20][CH2:19]3)[S:12]([CH3:15])(=[O:14])=[O:13])=[CH:8][CH:9]=2)[C:4](=[O:24])[N:3]1[CH2:25][C:26]([O:28]C(C)(C)C)=[O:27].[ClH:33]>O1CCOCC1>[ClH:33].[O:1]=[C:2]1[C:10]2[C:5](=[CH:6][C:7]([N:11]([CH2:16][CH2:17][N:18]3[CH2:19][CH2:20][CH2:21][CH2:22][CH2:23]3)[S:12]([CH3:15])(=[O:14])=[O:13])=[CH:8][CH:9]=2)[C:4](=[O:24])[N:3]1[CH2:25][C:26]([OH:28])=[O:27] |f:3.4|. Procedure: To a stirred solution of tert-butyl 2-(1,3-dioxo-5-(N-(2-(piperidin-1-yl)ethyl)methylsulfonamido)isoindolin-2-yl)acetate (450 mg, 0.967 mmol) in dioxane (7 ml), 4 M HCl in dioxane (2.5 ml, 10.00 mmol) was added. The reaction was heated at 100° C. under microwave irradiation for 4 hours. The volatiles were removed under vacuum and the resulting solid was triturated with Et2O and recovered by filtration affording 2-(1,3-dioxo-5-(N-(2-(piperidin-1-yl)ethyl)methylsulfonamido)isoindolin-2-yl)acetic a... Reactants: NC=1C(=C(C(=O)O)C=CC1)Cl (3-amino-2-chlorobenzoic acid), [N-]=C=O (isocyanate), N1=CC(=CC=C1)C=1C=C2C(=NC1)NC=C2 (5-Pyridin-3-yl-1H-pyrrolo[2,3-b]pyridine), carboxylic acid, N(=C=O)CCCC (1-isocyanatobutane), N1=CC(=CC=C1)C=1C=C2C(=NC1)NC=C2 (5-Pyridin-3-yl-1H-pyrrolo[2,3-b]pyridine). The product is C(CCC)NC(=O)NC1=C(C(=CC=C1)C(=O)C1=CNC2=NC=C(C=C21)C=2C=NC=CC2)Cl (1-Butyl-3-[2-chloro-3-(5-pyridin-3-yl-1H-pyrrolo[2,3-b]pyridine-3-carbonyl)-phenyl]-urea). RXN SMILES: [NH2:1][C:2]1[C:3]([Cl:11])=[C:4]([CH:8]=[CH:9][CH:10]=1)[C:5]([OH:7])=O.[N:12]([CH2:15][CH2:16][CH2:17][CH3:18])=[C:13]=[O:14].[N-]=C=O.[N:22]1[CH:27]=[CH:26][CH:25]=[C:24]([C:28]2[CH:29]=[C:30]3[CH:36]=[CH:35][NH:34][C:31]3=[N:32][CH:33]=2)[CH:23]=1>>[CH2:15]([NH:12][C:13]([NH:1][C:2]1[CH:10]=[CH:9][CH:8]=[C:4]([C:5]([C:36]2[C:30]3[C:31](=[N:32][CH:33]=[C:28]([C:24]4[CH:23]=[N:22][CH:27]=[CH:26][CH:25]=4)[CH:29]=3)[NH:34][CH:35]=2)=[O:7])[C:3]=1[Cl:11])=[O:14])[CH2:16][CH2:17][CH3:18]. Procedure: Additional compounds were prepared following the protocol of Scheme 57, replacing 3-amino-2-chlorobenzoic acid 586 with an appropriate carboxylic acid and optionally replacing 1-isocyanatobutane with an appropriate isocyanate in Step 1 and optionally replacing 5-(pyridin-3-yl)-1H-pyrrolo[2,3-b]pyridine 89 with an appropriate substituted 7-azaindole (see Example 17) in Step 2. The following compounds were made following this procedure: The reactants are FC=1C=C(C=CC1)NC1=NC=C(C(=N1)NCCC)CSC1=CC(=CC=C1)[N+](=O)[O-] (N2-(3-fluorophenyl)-5-(((3-nitrophenyl)thio)methyl)-N4-propylpyrimidine-2,4-diamine), [Sn](Cl)Cl (tin(II) chloride), O (water). Solvent: C(C)O (ethanol), C(C)(=O)OCC (ethyl acetate), C(C)(=O)OCC (ethyl acetate). Reaction conditions: temperature 70 celsius, time 1 hour. The product is NC=1C=C(C=CC1)SCC=1C(=NC(=NC1)NC1=CC(=CC=C1)F)NCCC (5-(((3-aminophenyl)thio)methyl)-N2-(3-fluorophenyl)-N4-propylpyrimidine-2,4-diamine). RXN SMILES: [F:1][C:2]1[CH:3]=[C:4]([NH:8][C:9]2[N:14]=[C:13]([NH:15][CH2:16][CH2:17][CH3:18])[C:12]([CH2:19][S:20][C:21]3[CH:26]=[CH:25][CH:24]=[C:23]([N+:27]([O-])=O)[CH:22]=3)=[CH:11][N:10]=2)[CH:5]=[CH:6][CH:7]=1.[Sn](Cl)Cl.O>C(O)C.C(OCC)(=O)C>[NH2:27][C:23]1[CH:22]=[C:21]([S:20][CH2:19][C:12]2[C:13]([NH:15][CH2:16][CH2:17][CH3:18])=[N:14][C:9]([NH:8][C:4]3[CH:5]=[CH:6][CH:7]=[C:2]([F:1])[CH:3]=3)=[N:10][CH:11]=2)[CH:26]=[CH:25][CH:24]=1. Procedure details: To a solution of N2-(3-fluorophenyl)-5-(((3-nitrophenyl)thio)methyl)-N4-propylpyrimidine-2,4-diamine (E19, 160 mg) in ethanol (4 mL) and ethyl acetate (8 mL), tin(II) chloride (739 mg) was added at room temperature, and the mixture was stirred at 70° C. for 1 hour. The reaction mixture was cooled to room temperature, and then water and ethyl acetate were added to the mixture. The organic layer was separated, washed successively with water and saturated aqueous sodium chloride, and then dried ove... Reactants: bisoxetane ether, C(CCCO)O (1,4-Butanediol), C(C)C1(COC1)COS(=O)(=O)C (3-ethyl-3-methanesulfonyloxymethyloxetane), [OH-].[Na+] (sodium hydroxide). Reagents/catalysts: [Br-].C(CCC)[N+](CCCC)(CCCC)CCCC (Tetrabutylammonium bromide). Solvent: O (water), C(C)(=O)O (acetic acid), O (water), C1(=CC=CC=C1)C (Toluene), C1(=CC=CC=C1)C (toluene). Run at temperature 60 celsius. The product is C(C)C1(COC1)COCCCCO (3-ethyl-3-(4-hydroxybutyl)oxymethyloxetane). Reaction SMILES: [CH2:1]([OH:6])[CH2:2][CH2:3][CH2:4][OH:5].[OH-].[Na+].[CH2:9]([C:11]1([CH2:15]OS(C)(=O)=O)[CH2:14][O:13][CH2:12]1)[CH3:10]>[Br-].C([N+](CCCC)(CCCC)CCCC)CCC.C(O)(=O)C.O.C1(C)C=CC=CC=1>[CH2:9]([C:11]1([CH2:15][O:5][CH2:4][CH2:3][CH2:2][CH2:1][OH:6])[CH2:14][O:13][CH2:12]1)[CH3:10] |f:1.2,4.5|. Reported procedure: 1,4-Butanediol (721 g (8.0 mol)) and toluene (350 ml) were added to a glass flask having an inner volume of 2,000 ml equipped with a stirrer, a thermometer, a dropping funnel and an reflux condenser, and mixture was warmed to 60° C. with stirring. Tetrabutylammonium bromide (38.7 g (0.12 mol)) and 96% sodium hydroxide (184 g (4.4 mol)) were added, and the mixture warmed to 75° C. with stirring. Subsequently 3-ethyl-3-methanesulfonyloxymethyloxetane (777 g (3.8 mol)) having purity of 95% synthesi... Starting materials: COC1=C(C(=C2C(OCC2=C1C)=O)OCOCCOC)C/C=C(/C=O)\C ((E)-4-(1,3-dihydro-6-methoxy-4-methoxyethoxymethoxy-7-methyl-3-oxoisobenzofuran-5-yl)-2-methylbut-2-enaldehyde), [BH4-].[Na+] (sodium borohydride), O (water). Solvent: CO (methanol). The product is COC1=C(C(=C2C(OCC2=C1C)=O)OCOCCOC)C/C=C(/CO)\C ((E)-4-(1,3-dihydro-6-methoxy-4-methoxyethoxymethoxy-7-methyl-3-oxoisobenzofuran-5-yl) -2-methylbut-2-en-1-ol). Reaction SMILES: [CH3:1][O:2][C:3]1[C:11]([CH3:12])=[C:10]2[C:6]([C:7](=[O:13])[O:8][CH2:9]2)=[C:5]([O:14][CH2:15][O:16][CH2:17][CH2:18][O:19][CH3:20])[C:4]=1[CH2:21]/[CH:22]=[C:23](\[CH3:26])/[CH:24]=[O:25].[BH4-].[Na+].O>CO>[CH3:1][O:2][C:3]1[C:11]([CH3:12])=[C:10]2[C:6]([C:7](=[O:13])[O:8][CH2:9]2)=[C:5]([O:14][CH2:15][O:16][CH2:17][CH2:18][O:19][CH3:20])[C:4]=1[CH2:21]/[CH:22]=[C:23](\[CH3:26])/[CH2:24][OH:25] |f:1.2|. Procedure: To a solution of (E)-4-(1,3-dihydro-6-methoxy-4-methoxyethoxymethoxy-7-methyl-3-oxoisobenzofuran-5-yl)-2-methylbut-2-enaldehyde (4.6 g) in methanol (60 ml) was added sodium borohydride (0.528 g). After one hour the reaction was added to water (250 ml) and extracted with ethyl acetate (2×150 ml). The extract was dried and evaporated to give (E)-4-(1,3-dihydro-6-methoxy-4-methoxyethoxymethoxy-7-methyl-3-oxoisobenzofuran-5-yl) -2-methylbut-2-en-1-ol. Starting materials: ClC(=O)OCC1=CC=CC=C1 (benzyl chloroformate), C1(=CC=CC=C1)N1CCNCC1 (N-phenylpiperazine). Solvent: C1(=CC=CC=C1)C (toluene), C1=CC=CC=C1 (benzene), C(C)N(CC)CC (triethylamine), CCCCCC (n-hexane). Reaction conditions: time 2 hour. Yields the product C(=O)(OCC1=CC=CC=C1)N1CCN(CC1)C1=CC=CC=C1 (4-carbobenzyloxy 1-phenylpiperazine). Reaction SMILES: Cl[C:2]([O:4][CH2:5][C:6]1[CH:11]=[CH:10][CH:9]=[CH:8][CH:7]=1)=[O:3].[C:12]1([N:18]2[CH2:23][CH2:22][NH:21][CH2:20][CH2:19]2)[CH:17]=[CH:16][CH:15]=[CH:14][CH:13]=1>C1(C)C=CC=CC=1.C1C=CC=CC=1.C(N(CC)CC)C.CCCCCC>[C:2]([N:21]1[CH2:22][CH2:23][N:18]([C:12]2[CH:17]=[CH:16][CH:15]=[CH:14][CH:13]=2)[CH2:19][CH2:20]1)([O:4][CH2:5][C:6]1[CH:11]=[CH:10][CH:9]=[CH:8][CH:7]=1)=[O:3]. Reported procedure: A solution of 4.4 g of benzyl chloroformate in toluene is added to a solution comprising 4.05 g of N-phenylpiperazine in 50 cm3 of benzene and 2.5 g of triethylamine, at a temperature between +5° C. and +10° C. The whole is allowed to return to ambient temperature and agitated for 2 hours. The triethylamine chloride is filtered off and evaporated to dryness. An oily residue is obtained which is solidified in n-hexane and 7.1 g of expected product is recovered. The reactants are [Br-].CC1(CCSC2=CC=C(C=C12)C(C)[P+](C1=CC=CC=C1)(C1=CC=CC=C1)C1=CC=CC=C1)C ([1-(4,4-dimethyl-6-thiochromanyl)ethyl]triphenylphosphonium bromide), CN(CCOC1=CC=C(C=O)C=C1)C (4-(2-dimethylaminoethoxy)benzaldehyde), ice water, C(CCC)[Li] (n-butyllithium). The solvent is O1CCCC1 (tetrahydrofuran), O1CCCC1 (tetrahydrofuran). Run at temperature 0 celsius, time 45 minute. Product: CC1(CCSC2=C1C=C(C=C2)/C(=C/C2=CC=C(OCCN(C)C)C=C2)/C)C (2-[p-[(E)-2-(3,4-dihydro-4,4-dimethyl-2H-1-benzothiopyran-6-yl)propenyl]phenoxy]-N,N-dimethylethylamine). Isolated yield 44.1%. As a reaction SMILES: [Br-].[CH3:2][C:3]1([CH3:34])[C:12]2[C:7](=[CH:8][CH:9]=[C:10]([CH:13]([P+](C3C=CC=CC=3)(C3C=CC=CC=3)C3C=CC=CC=3)[CH3:14])[CH:11]=2)[S:6][CH2:5][CH2:4]1.C([Li])CCC.[CH3:40][N:41]([CH3:53])[CH2:42][CH2:43][O:44][C:45]1[CH:52]=[CH:51][C:48]([CH:49]=O)=[CH:47][CH:46]=1>O1CCCC1>[CH3:34][C:3]1([CH3:2])[C:12]2[CH:11]=[C:10](/[C:13](/[CH3:14])=[CH:49]/[C:48]3[CH:51]=[CH:52][C:45]([O:44][CH2:43][CH2:42][N:41]([CH3:40])[CH3:53])=[CH:46][CH:47]=3)[CH:9]=[CH:8][C:7]=2[S:6][CH2:5][CH2:4]1 |f:0.1|. Procedure details: 32 g of [1-(4,4-dimethyl-6-thiochromanyl)ethyl]triphenylphosphonium bromide were suspended in 130 ml of tetrahydrofuran and treated at 0° C. with 37 ml of n-butyllithium (1.6 molar in hexane). After stirring at 0° C. for 45 minutes, a solution of 10 g of 4-(2-dimethylaminoethoxy)benzaldehyde in 60 ml of tetrahydrofuran was added dropwise to the orange reaction mixture. The mixture was stirred at room temperature for an additional 1 hour, poured on to ice/water and extracted with ether. The organ... The reactants are CCCCBr, CCC=C(C)C=O, [Mg]. Product: CCC=C(C)C(O)CCCC. As a reaction SMILES: [CH2:2]([CH2:3][CH2:4][CH3:5])[Br:6].[CH3:7][C:8]([CH:9]=[O:10])=[CH:11][CH2:12][CH3:13].[Mg:1]>>[CH2:2]([CH2:3][CH2:4][CH3:5])[CH:9]([C:8]([CH3:7])=[CH:11][CH2:12][CH3:13])[OH:10]. The reactants are [Br-], O=[N+]([O-])c1cccc2cncc(Br)c12, COCCOC, COCOc1c(B2OC(C)(C)C(C)(C)O2)ccc(OC)c1OC, CCCC[N+](CCCC)(CCCC)CCCC, [K+], [OH-], O, c1ccc(P(c2ccccc2)(c2ccccc2)[Pd](P(c2ccccc2)(c2ccccc2)c2ccccc2)(P(c2ccccc2)(c2ccccc2)c2ccccc2)P(c2ccccc2)(c2ccccc2)c2ccccc2)cc1. Product: COCOc1c(-c2cncc3cccc([N+](=O)[O-])c23)ccc(OC)c1OC. RXN SMILES: [Br-:46].[Br:1][c:2]1[cH:3][n:4][cH:5][c:6]2[cH:7][cH:8][cH:9][c:10]([N+:12](=[O:13])[O-:14])[c:11]12.[CH2:40]([CH2:41][O:42][CH3:43])[O:44][CH3:45].[CH3:15][O:16][c:17]1[c:18]([O:34][CH2:35][O:36][CH3:37])[c:19]([B:25]2[O:26][C:27]([CH3:28])([CH3:29])[C:30]([CH3:31])([CH3:32])[O:33]2)[cH:20][cH:21][c:22]1[O:23][CH3:24].[CH3:47][CH2:48][CH2:49][CH2:50][N+:51]([CH2:52][CH2:53][CH2:54][CH3:55])([CH2:56][CH2:57][CH2:58][CH3:59])[CH2:60][CH2:61][CH2:62][CH3:63].[K+:39].[OH-:38].[OH2:64].[cH:65]1[cH:66][cH:67][c:68]([P:69]([Pd:70]([P:71]([c:72]2[cH:73][cH:74][cH:75][cH:76][cH:77]2)([c:78]2[cH:79][cH:80][cH:81][cH:82][cH:83]2)[c:84]2[cH:85][cH:86][cH:87][cH:88][cH:89]2)([P:90]([c:91]2[cH:92][cH:93][cH:94][cH:95][cH:96]2)([c:97]2[cH:98][cH:99][cH:100][cH:101][cH:102]2)[c:103]2[cH:104][cH:105][cH:106][cH:107][cH:108]2)[P:109]([c:110]2[cH:111][cH:112][cH:113][cH:114][cH:115]2)([c:116]2[cH:117][cH:118][cH:119][cH:120][cH:121]2)[c:122]2[cH:123][cH:124][cH:125][cH:126][cH:127]2)([c:128]2[cH:129][cH:130][cH:131][cH:132][cH:133]2)[c:134]2[cH:135][cH:136][cH:137][cH:138][cH:139]2)[cH:140][cH:141]1>>[c:2]1(-[c:19]2[c:18]([O:34][CH2:35][O:36][CH3:37])[c:17]([O:16][CH3:15])[c:22]([O:23][CH3:24])[cH:21][cH:20]2)[cH:3][n:4][cH:5][c:6]2[cH:7][cH:8][cH:9][c:10]([N+:12](=[O:13])[O-:14])[c:11]12.